Dataset: the Open Reaction Database (ORD), a public repository of structured organic reaction records. Task: describe an organic reaction: reactants, conditions, products, and yield Starting materials: c1ccc2c(c1)CCC2, CC(=O)OC(C)=O, ClCCl, O. The product is CC(=O)c1ccc2c(c1)CCC2. RXN SMILES: [CH2:1]1[CH2:2][c:3]2[cH:4][cH:5][cH:6][cH:7][c:8]2[CH2:9]1.[CH3:10][C:11](=[O:12])[O:13][C:14](=[O:15])[CH3:16].[Cl:18][CH2:19][Cl:20].[OH2:17]>>[CH2:1]1[CH2:2][c:3]2[cH:4][cH:5][c:6]([C:11]([CH3:10])=[O:12])[cH:7][c:8]2[CH2:9]1. The reactants are C(C)(C)(C)OC(=O)N1C(CC2(OCCO2)CC1)CN1C(C2=CC=CC=C2C1=O)=O (7-(1,3-Dioxo-1,3-dihydro-isoindol-2-ylmethyl)-1,4-dioxa-8-aza-spiro[4.5]decane-8-carboxylic acid tert-butyl ester), ice, Cl (hydrochloric acid). The solvent is FC(C(=O)O)(F)F.ClCCl (trifluoroacetic acid dichloromethane). Reaction conditions: temperature 50 celsius, time 24 hour. Product: O=C1CC(NCC1)CN1C(C2=CC=CC=C2C1=O)=O (2-(4-oxo-piperidin-2-ylmethyl)-isoindole-1,3-dione). The yield is 90.2%. RXN SMILES: C(OC([N:8]1[CH2:17][CH2:16][C:11]2(OCC[O:12]2)[CH2:10][CH:9]1[CH2:18][N:19]1[C:27](=[O:28])[C:26]2[C:21](=[CH:22][CH:23]=[CH:24][CH:25]=2)[C:20]1=[O:29])=O)(C)(C)C.Cl>FC(F)(F)C(O)=O.ClCCl>[O:12]=[C:11]1[CH2:16][CH2:17][NH:8][CH:9]([CH2:18][N:19]2[C:20](=[O:29])[C:21]3[C:26](=[CH:25][CH:24]=[CH:23][CH:22]=3)[C:27]2=[O:28])[CH2:10]1 |f:2.3|. Procedure: 7-(1,3-Dioxo-1,3-dihydro-isoindol-2-ylmethyl)-1,4-dioxa-8-aza-spiro[4.5]decane-8-carboxylic acid tert-butyl ester (353 mg, 0.88 mmol) was cooled in an ice bath and then dissolved in a solution of 20% trifluoroacetic acid/dichloromethane (7 ml). The reaction was stirred for 5 minutes in the ice bath then another 3 hours at ambient temperature, after which it was concentrated in vacuo affording a solid residue. To the solid was added 2N hydrochloric acid (9 ml) and the mixture was heated at 50° C.... Reactants: NCc1ccc(Cl)c(Oc2cc(Br)c(F)cc2[N+](=O)[O-])c1F, ClCCCl, CCOC(C)=O, C[Si](C)(C)CCOCn1cnc(Cl)c1C(=O)O, CN(C)C=O, On1nnc2ccccc21. The product is C[Si](C)(C)CCOCn1cnc(Cl)c1C(=O)NCc1ccc(Cl)c(Oc2cc(Br)c(F)cc2[N+](=O)[O-])c1F. As a reaction SMILES: [Br:1][c:2]1[c:3]([F:22])[cH:4][c:5]([N+:19](=[O:20])[O-:21])[c:6]([O:8][c:9]2[c:10]([F:18])[c:11]([CH2:16][NH2:17])[cH:12][cH:13][c:14]2[Cl:15])[cH:7]1.[CH2:50]([Cl:51])[CH2:52][Cl:53].[CH3:59][CH2:60][O:61][C:62]([CH3:63])=[O:64].[Cl:23][c:24]1[n:25][cH:26][n:27]([CH2:32][O:33][CH2:34][CH2:35][Si:36]([CH3:37])([CH3:38])[CH3:39])[c:28]1[C:29](=[O:30])[OH:31].[O:54]=[CH:55][N:56]([CH3:57])[CH3:58].[OH:40][n:41]1[c:42]2[c:43]([cH:44][cH:45][cH:46][cH:47]2)[n:48][n:49]1>>[Br:1][c:2]1[c:3]([F:22])[cH:4][c:5]([N+:19](=[O:20])[O-:21])[c:6]([O:8][c:9]2[c:10]([F:18])[c:11]([CH2:16][NH:17][C:29]([c:28]3[c:24]([Cl:23])[n:25][cH:26][n:27]3[CH2:32][O:33][CH2:34][CH2:35][Si:36]([CH3:37])([CH3:38])[CH3:39])=[O:30])[cH:12][cH:13][c:14]2[Cl:15])[cH:7]1. Starting materials: ClC1=CC=C(C=2N3C(=NC21)NCCCC3)C(CC)CC (10-Chloro-7-(1-ethylpropyl)-2,3,4,5-tetrahydro-1H-[1,3]diazepino[1,2-a]benzimidazole), BrC1=NC=C(C=C1C)[N+](=O)[O-] (2-bromo-3-methyl-5-nitropyridine), N1=C(C=CC=C1)C1=NC=CC=C1 (2,2′-bipyridyl), C([O-])([O-])=O.[Cs+].[Cs+] (cesium carbonate). The reagents and catalysts are [Cu]I (copper(I) iodide). Run in CN1C(CCC1)=O (1-methyl-2-pyrrolidinone), C(C)(=O)OCC (ethyl acetate). Conditions: temperature 150 celsius, time 16 hour. Yields the product ClC1=CC=C(C=2N3C(=NC21)N(CCCC3)C3=NC=C(C=C3C)[N+](=O)[O-])C(CC)CC (10-Chloro-7-(1-ethylpropyl)-1-(3-methyl-5-nitropyridin-2-yl)-2,3,4,5-tetrahydro-1H-[1,3]diazepino[1,2-a]benzimidazole). Isolated yield 39.7%. RXN SMILES: [Cl:1][C:2]1[C:10]2[N:9]=[C:8]3[NH:11][CH2:12][CH2:13][CH2:14][CH2:15][N:7]3[C:6]=2[C:5]([CH:16]([CH2:19][CH3:20])[CH2:17][CH3:18])=[CH:4][CH:3]=1.Br[C:22]1[C:27]([CH3:28])=[CH:26][C:25]([N+:29]([O-:31])=[O:30])=[CH:24][N:23]=1.N1C=CC=CC=1C1C=CC=CN=1.C(=O)([O-])[O-].[Cs+].[Cs+]>CN1CCCC1=O.C(OCC)(=O)C.[Cu]I>[Cl:1][C:2]1[C:10]2[N:9]=[C:8]3[N:11]([C:22]4[C:27]([CH3:28])=[CH:26][C:25]([N+:29]([O-:31])=[O:30])=[CH:24][N:23]=4)[CH2:12][CH2:13][CH2:14][CH2:15][N:7]3[C:6]=2[C:5]([CH:16]([CH2:19][CH3:20])[CH2:17][CH3:18])=[CH:4][CH:3]=1 |f:3.4.5|. Procedure details: A mixture of 10-chloro-7-(1-ethylpropyl)-2,3,4,5-tetrahydro-1H-[1,3]diazepino[1,2-a]benzimidazole (Reference Example 72; 292 mg, 1.00 mmol), 2-bromo-3-methyl-5-nitropyridine (651 mg, 3.00 mmol), copper(I) iodide (190 mg, 1.00 mmol), 2,2′-bipyridyl (312 mg, 2.00 mmol) and cesium carbonate (652 mg, 2.00 mmol) in 1-methyl-2-pyrrolidinone (3.0 mL) was stirred at 150° C. for 16 hr. The mixture was diluted with ethyl acetate, filtered through a pad of celite, washed with 1N hydrochloric acid and brine... Starting materials: C1CCOC1, [Li]CCCC, COC(CC1SCCCS1)OC, Cc1c(CCl)nc2ccc(Cl)cn12. The product is COC(CC1(Cc2nc3ccc(Cl)cn3c2C)SCCCS1)OC. As a reaction SMILES: [CH2:31]1[O:32][CH2:33][CH2:34][CH2:35]1.[CH3:1][CH2:2][CH2:3][CH2:4][Li:5].[CH3:6][O:7][CH:8]([CH2:9][CH:10]1[S:11][CH2:12][CH2:13][CH2:14][S:15]1)[O:16][CH3:17].[Cl:18][c:19]1[cH:20][cH:21][c:22]2[n:23]([cH:24]1)[c:25]([CH3:30])[c:26]([CH2:28][Cl:29])[n:27]2>>[CH3:6][O:7][CH:8]([CH2:9][C:10]1([CH2:28][c:26]2[c:25]([CH3:30])[n:23]3[c:22]([cH:21][cH:20][c:19]([Cl:18])[cH:24]3)[n:27]2)[S:11][CH2:12][CH2:13][CH2:14][S:15]1)[O:16][CH3:17].